This data is from the Open Reaction Database (ORD), a public repository of structured organic reaction records. The task is: describe an organic reaction: reactants, conditions, products, and yield The reactants are [Ag+], O=[N+]([O-])[O-], [Na+], [OH-], O=Cc1ccc(-c2ccccc2)o1. The product is O=C(O)c1ccc(-c2ccccc2)o1. Reaction SMILES: [Ag+:20].[N+:16]([O-:17])([O-:18])=[O:19].[Na+:15].[OH-:14].[c:1]1(-[c:7]2[cH:8][cH:9][c:10]([CH:12]=[O:13])[o:11]2)[cH:2][cH:3][cH:4][cH:5][cH:6]1>>[c:1]1(-[c:7]2[cH:8][cH:9][c:10]([C:12](=[O:13])[OH:14])[o:11]2)[cH:2][cH:3][cH:4][cH:5][cH:6]1. The reactants are C(CCC)N(C1=CC(=C(C=C1)C=CC1=CC=C(S1)C=CC=O)OC)CCCC (3-[5-[2-(4-dibutylamino-2-methoxyphenyl)vinyl]thiophene-2-yl]propenal), C(#N)C=1C(OC(C1C)(C(F)(F)F)C1=CC=CC=C1)=C(C#N)C#N (2-(3-cyano-4-methyl-5-phenyl-5-trifluoromethyl-2(5H)-furanylidene) propanedinitrile). Solvent: C(C)O (ethanol). Run at temperature 50 celsius. The product is C(CCC)N(C1=CC(=C(C=C1)C=CC1=CC=C(S1)C=CC=CC1=C(C(OC1(C(F)(F)F)C1=CC=CC=C1)=C(C#N)C#N)C#N)OC)CCCC (2-[4-[4-[5-[2-(4-dibutylamino-2-methoxyphenyl)vinyl]thiophene-2-yl]-1,3-butadienyl]-3-cyano-5-phenyl-5-trifluoromethyl-2(5H)-furanylidene]propanedinitrile). The yield is 55.8%. RXN SMILES: [CH2:1]([N:5]([CH2:25][CH2:26][CH2:27][CH3:28])[C:6]1[CH:11]=[CH:10][C:9]([CH:12]=[CH:13][C:14]2[S:18][C:17]([CH:19]=[CH:20][CH:21]=O)=[CH:16][CH:15]=2)=[C:8]([O:23][CH3:24])[CH:7]=1)[CH2:2][CH2:3][CH3:4].[C:29]([C:31]1[C:32](=[C:47]([C:50]#[N:51])[C:48]#[N:49])[O:33][C:34]([C:41]2[CH:46]=[CH:45][CH:44]=[CH:43][CH:42]=2)([C:37]([F:40])([F:39])[F:38])[C:35]=1[CH3:36])#[N:30]>C(O)C>[CH2:25]([N:5]([CH2:1][CH2:2][CH2:3][CH3:4])[C:6]1[CH:11]=[CH:10][C:9]([CH:12]=[CH:13][C:14]2[S:18][C:17]([CH:19]=[CH:20][CH:21]=[CH:36][C:35]3[C:34]([C:41]4[CH:46]=[CH:45][CH:44]=[CH:43][CH:42]=4)([C:37]([F:40])([F:38])[F:39])[O:33][C:32](=[C:47]([C:50]#[N:51])[C:48]#[N:49])[C:31]=3[C:29]#[N:30])=[CH:16][CH:15]=2)=[C:8]([O:23][CH3:24])[CH:7]=1)[CH2:26][CH2:27][CH3:28]. Procedure: In 4 ml of ethanol were dissolved 100 mg (0.25 mmol) of 3-[5-[2-(4-dibutylamino-2-methoxyphenyl)vinyl]thiophene-2-yl]propenal and 87 mg (0.28 mmol) of 2-(3-cyano-4-methyl-5-phenyl-5-trifluoromethyl-2(5H)-furanylidene) propanedinitrile. After the mixture was stirred with heating at 50° C. for 4 hours, the product was separated by filtration and washed with ethanol. The product was purified by silica gel column chromatography to give 97 mg of a black crystal (yield: 55.5%). The reactants are C1CCNCC1, CCO, CCOC(=O)c1cncc(-c2ccc(C=O)o2)c1, O=C1Cc2cc(Cl)ccc2N1, O=C1Cc2ccccc2N1. Yields the product CCOC(=O)c1cncc(-c2ccc(C=C3C(=O)Nc4ccc(Cl)cc43)o2)c1. RXN SMILES: [CH2:30]1[CH2:31][CH2:32][NH:33][CH2:34][CH2:35]1.[CH3:46][CH2:47][OH:48].[CH:1](=[O:2])[c:3]1[cH:4][cH:5][c:6](-[c:8]2[cH:9][n:10][cH:11][c:12]([C:13](=[O:14])[O:15][CH2:16][CH3:17])[cH:18]2)[o:7]1.[Cl:19][c:20]1[cH:21][c:22]2[c:26]([cH:27][cH:28]1)[NH:25][C:24](=[O:29])[CH2:23]2.[NH:36]1[c:37]2[c:38]([cH:39][cH:40][cH:41][cH:42]2)[CH2:43][C:44]1=[O:45]>>[CH:1]([c:3]1[cH:4][cH:5][c:6](-[c:8]2[cH:9][n:10][cH:11][c:12]([C:13](=[O:14])[O:15][CH2:16][CH3:17])[cH:18]2)[o:7]1)=[C:23]1[c:22]2[cH:21][c:20]([Cl:19])[cH:28][cH:27][c:26]2[NH:25][C:24]1=[O:29].